From a dataset of the Open Reaction Database (ORD), a public repository of structured organic reaction records. describe an organic reaction: reactants, conditions, products, and yield The reactants are CCOC(C)=O, CCCc1c(Cc2ccc(-c3ccccc3-c3noc(=O)[nH]3)cc2)c(=O)n(CC(=O)C2CCCCC2)c2nc(C)nn12, Cl, Cl, CON, O, c1ccncc1. Product: CCCc1c(Cc2ccc(-c3ccccc3-c3noc(=O)[nH]3)cc2)c(=O)n(CC(=NOC)C2CCCCC2)c2nc(C)nn12. Reaction SMILES: [CH3:55][CH2:56][O:57][C:58](=[O:59])[CH3:60].[CH:1]1([C:7]([CH2:8][n:9]2[c:10]3[n:11]([c:12]([CH2:35][CH2:36][CH3:37])[c:13]([CH2:16][c:17]4[cH:18][cH:19][c:20](-[c:23]5[c:24](-[c:29]6[n:30][o:31][c:32](=[O:34])[nH:33]6)[cH:25][cH:26][cH:27][cH:28]5)[cH:21][cH:22]4)[c:14]2=[O:15])[n:38][c:39]([CH3:41])[n:40]3)=[O:42])[CH2:2][CH2:3][CH2:4][CH2:5][CH2:6]1.[ClH:43].[ClH:53].[NH2:44][O:45][CH3:46].[OH2:54].[cH:47]1[cH:48][cH:49][n:50][cH:51][cH:52]1>>[CH:1]1([C:7]([CH2:8][n:9]2[c:10]3[n:11]([c:12]([CH2:35][CH2:36][CH3:37])[c:13]([CH2:16][c:17]4[cH:18][cH:19][c:20](-[c:23]5[c:24](-[c:29]6[n:30][o:31][c:32](=[O:34])[nH:33]6)[cH:25][cH:26][cH:27][cH:28]5)[cH:21][cH:22]4)[c:14]2=[O:15])[n:38][c:39]([CH3:41])[n:40]3)=[N:44][O:45][CH3:46])[CH2:2][CH2:3][CH2:4][CH2:5][CH2:6]1.